This data is from the Open Reaction Database (ORD), a public repository of structured organic reaction records. The task is: describe an organic reaction: reactants, conditions, products, and yield Starting materials: CCCC1=Nc2ccc(I)cc2C(=O)N1Cc3ccc(cc3)c4ccccc4S(=O)(=O)NC(C)(C)C, Cc1cc(O)ccc1B2OC(C)(C)C(C)(C)O2. Reagents/catalysts: CCN=P(N=P(N(C)C)(N(C)C)N(C)C)(N(C)C)N(C)C (P2-Et), CC(C)c1cc(C(C)C)c(-c2ccccc2[PH](C(C)(C)C)(C(C)(C)C)[Pd]2(OS(C)(=O)=O)Nc3ccccc3-c3ccccc32)c(C(C)C)c1 (tBuXphos G3). The solvent is CS(C)=O (DMSO), O (water), CS(C)=O (DMSO), CS(C)=O (DMSO), CS(C)=O (DMSO). Conditions: time 22 hour. The product is CCCC1=Nc2ccc(cc2C(=O)N1Cc3ccc(cc3)c4ccccc4S(=O)(=O)NC(C)(C)C)c5ccc(O)cc5C, CCCC1=Nc2ccc(I)cc2C(=O)N1Cc3ccc(cc3)c4ccccc4S(=O)(=O)NC(C)(C)C, c1ccc(-c2ccccc2)cc1.